This data is from the Open Reaction Database (ORD), a public repository of structured organic reaction records. The task is: describe an organic reaction: reactants, conditions, products, and yield The product is C1(CC1)CN1C(N(C=C1CC(C)C)C1=C(C=CC=C1)OC)=O (3-Cyclopropylmethyl-4-isobutyl-1-(2-methoxy-phenyl)-1,3-dihydro-imidazol-2-one), oil. RXN SMILES: [CH2:1]([C:5]1[NH:6][C:7](=[O:18])[N:8]([C:10]2[CH:15]=[CH:14][CH:13]=[CH:12][C:11]=2[O:16][CH3:17])[CH:9]=1)[CH:2]([CH3:4])[CH3:3].Br[CH2:20][CH:21]1[CH2:23][CH2:22]1>>[CH:21]1([CH2:20][N:6]2[C:5]([CH2:1][CH:2]([CH3:4])[CH3:3])=[CH:9][N:8]([C:10]3[CH:15]=[CH:14][CH:13]=[CH:12][C:11]=3[O:16][CH3:17])[C:7]2=[O:18])[CH2:23][CH2:22]1. The reactants are C(C(C)C)C=1NC(N(C1)C1=C(C=CC=C1)OC)=O (4-isobutyl-1-(2-methoxy-phenyl)-1,3-dihydro-imidazol-2-one), BrCC1CC1 (bromomethylcyclopropane). Procedure details: This material was obtained in analogy to the procedure outlined in example 23 from 4-isobutyl-1-(2-methoxy-phenyl)-1,3-dihydro-imidazol-2-one (obtained in example 42, 150 mg) by alkylation with bromomethylcyclopropane (90 mg). 3-Cyclopropylmethyl-4-isobutyl-1-(2-methoxy-phenyl)-1,3-dihydro-imidazol-2-one was obtained as a colorless oil (52 mg). MS (ESI): 301.2 (MH+). The reactants are CO, [Cl-], Oc1ccc2c(c1)CCCC(c1ccccc1)=C2c1ccc(OCCCCCSCCCCF)cc1, [O-][I+3]([O-])([O-])[O-], [Na+], [Na+], O. Product: O=S(CCCCF)CCCCCOc1ccc(C2=C(c3ccccc3)CCCc3cc(O)ccc32)cc1. RXN SMILES: [CH3:45][OH:46].[Cl-:44].[F:1][CH2:2][CH2:3][CH2:4][CH2:5][S:6][CH2:7][CH2:8][CH2:9][CH2:10][CH2:11][O:12][c:13]1[cH:14][cH:15][c:16]([C:19]2=[C:20]([c:31]3[cH:32][cH:33][cH:34][cH:35][cH:36]3)[CH2:21][CH2:22][CH2:23][c:24]3[c:25]2[cH:26][cH:27][c:28]([OH:30])[cH:29]3)[cH:17][cH:18]1.[I+3:37]([O-:38])([O-:39])([O-:40])[O-:41].[Na+:42].[Na+:43].[OH2:47]>>[F:1][CH2:2][CH2:3][CH2:4][CH2:5][S:6]([CH2:7][CH2:8][CH2:9][CH2:10][CH2:11][O:12][c:13]1[cH:14][cH:15][c:16]([C:19]2=[C:20]([c:31]3[cH:32][cH:33][cH:34][cH:35][cH:36]3)[CH2:21][CH2:22][CH2:23][c:24]3[c:25]2[cH:26][cH:27][c:28]([OH:30])[cH:29]3)[cH:17][cH:18]1)=[O:38]. The reactants are C(C)(=O)OCC([C@]1([C@H](C[C@H]2[C@@H]3CC(C4=CC(CC[C@]4(C)C3=CC[C@]12C)=O)=C)C)O)=O (21-acetoxy-17α-hydroxy-16β-methyl-6-methylene-4,9(11)-pregnadiene-3,20-dione), C1=CCCCC1 (cyclohexene). The reagents and catalysts are [Pd] (palladium). Product: C(C)(=O)OCC([C@]1([C@H](C[C@H]2[C@@H]3C[C@@H](C4=CC(CC[C@]4(C)C3=CC[C@]12C)=O)C)C)O)=O (21-acetoxy-17α-hydroxy-6α,16β-dimethyl-4,9(11)-pregnadiene-3,20-dione). Yield: 59.0%. RXN SMILES: [C:1]([O:4][CH2:5][C:6](=[O:30])[C@:7]1([OH:29])[C@:24]2([CH3:25])[C@H:10]([C@H:11]3[C:21](=[CH:22][CH2:23]2)[C@:19]2([CH3:20])[C:14](=[CH:15][C:16](=[O:26])[CH2:17][CH2:18]2)[C:13](=[CH2:27])[CH2:12]3)[CH2:9][C@@H:8]1[CH3:28])(=[O:3])[CH3:2].C1CCCCC=1>[Pd]>[C:1]([O:4][CH2:5][C:6](=[O:30])[C@:7]1([OH:29])[C@:24]2([CH3:25])[C@H:10]([C@H:11]3[C:21](=[CH:22][CH2:23]2)[C@:19]2([CH3:20])[C:14](=[CH:15][C:16](=[O:26])[CH2:17][CH2:18]2)[C@@H:13]([CH3:27])[CH2:12]3)[CH2:9][C@@H:8]1[CH3:28])(=[O:3])[CH3:2]. Procedure: Analogously to Example 1(E), 1.4 g of 21-acetoxy-17α-hydroxy-16β-methyl-6-methylene-4,9(11)-pregnadiene-3,20-dione is hydrogenated with cyclohexene and palladium/active carbon, worked up, and purified, thus obtaining 830 mg of 21-acetoxy-17α-hydroxy-6α,16β-dimethyl-4,9(11)-pregnadiene-3,20-dione, mp 197°-199° C.